This data is from the Open Reaction Database (ORD), a public repository of structured organic reaction records. The task is: describe an organic reaction: reactants, conditions, products, and yield Starting materials: BrC=1N=C2C(=NC1)N(C=C2C(=O)NC(C)(C)C)COCC[Si](C)(C)C (2-bromo-N-tert-butyl-5-((2-(trimethylsilyl)ethoxy)methyl)-5H-pyrrolo[2,3-b]pyrazine-7-carboxamide), C[Sn](C)C.C[Sn](C)C (hexamethylditin), BrC=1N=CC=C2C1N(C=C2)COCC[Si](C)(C)C (7-bromo-1-((2-(trimethylsilyl)ethoxy)methyl)-1H-pyrrolo[2,3-c]pyridine). Reagents/catalysts: C=1C=CC(=CC1)[P](C=2C=CC=CC2)(C=3C=CC=CC3)[Pd]([P](C=4C=CC=CC4)(C=5C=CC=CC5)C=6C=CC=CC6)([P](C=7C=CC=CC7)(C=8C=CC=CC8)C=9C=CC=CC9)[P](C=1C=CC=CC1)(C=1C=CC=CC1)C=1C=CC=CC1 (Pd(Ph3P)4), C=1C=CC(=CC1)[P](C=2C=CC=CC2)(C=3C=CC=CC3)[Pd]([P](C=4C=CC=CC4)(C=5C=CC=CC5)C=6C=CC=CC6)([P](C=7C=CC=CC7)(C=8C=CC=CC8)C=9C=CC=CC9)[P](C=1C=CC=CC1)(C=1C=CC=CC1)C=1C=CC=CC1 (Pd(Ph3P)4). The solvent is C1(=CC=CC=C1)C (toluene). Conditions: temperature 95 celsius, time 1.5 hour. Yields the product C(C)(C)(C)NC(=O)C1=CN(C2=NC=C(N=C21)C=2N=CC=C1C2N(C=C1)COCC[Si](C)(C)C)COCC[Si](C)(C)C (N-tert-butyl-5-((2-(trimethylsilyl)ethoxy)methyl)-2-(1-((2-(trimethylsilyl)ethoxy)methyl)-1H-pyrrolo[2,3-c]pyridin-7-yl)-5H-pyrrolo[2,3-b]pyrazine-7-carboxamide). Yield: 47.0%. Reaction SMILES: Br[C:2]1[N:3]=[C:4]2[C:10]([C:11]([NH:13][C:14]([CH3:17])([CH3:16])[CH3:15])=[O:12])=[CH:9][N:8]([CH2:18][O:19][CH2:20][CH2:21][Si:22]([CH3:25])([CH3:24])[CH3:23])[C:5]2=[N:6][CH:7]=1.C[Sn](C)C.C[Sn](C)C.Br[C:35]1[N:36]=[CH:37][CH:38]=[C:39]2[CH:43]=[CH:42][N:41]([CH2:44][O:45][CH2:46][CH2:47][Si:48]([CH3:51])([CH3:50])[CH3:49])[C:40]=12>C1(C)C=CC=CC=1.C1C=CC([P]([Pd]([P](C2C=CC=CC=2)(C2C=CC=CC=2)C2C=CC=CC=2)([P](C2C=CC=CC=2)(C2C=CC=CC=2)C2C=CC=CC=2)[P](C2C=CC=CC=2)(C2C=CC=CC=2)C2C=CC=CC=2)(C2C=CC=CC=2)C2C=CC=CC=2)=CC=1>[C:14]([NH:13][C:11]([C:10]1[C:4]2[C:5](=[N:6][CH:7]=[C:2]([C:35]3[N:36]=[CH:37][CH:38]=[C:39]4[CH:43]=[CH:42][N:41]([CH2:44][O:45][CH2:46][CH2:47][Si:48]([CH3:51])([CH3:50])[CH3:49])[C:40]=34)[N:3]=2)[N:8]([CH2:18][O:19][CH2:20][CH2:21][Si:22]([CH3:25])([CH3:24])[CH3:23])[CH:9]=1)=[O:12])([CH3:17])([CH3:16])[CH3:15] |f:1.2,^1:26,30,62,64,83,102|. Reported procedure: To a solution of 2-bromo-N-tert-butyl-5-((2-(trimethylsilyl)ethoxy)methyl)-5H-pyrrolo[2,3-b]pyrazine-7-carboxamide (0.2 g, 468 μmol) and hexamethylditin (215 mg, 655 mmol) in toluene (2.5 mL) was added Pd(Ph3P)4 (54 mg). After bubbling nitrogen through the reaction mixture for 15 min, it was heated to 95° C. After 1.5 h, 7-bromo-1-((2-(trimethylsilyl)ethoxy)methyl)-1H-pyrrolo[2,3-c]pyridine and Pd(Ph3P)4 (108 mg, 93.6 μmol) were added. After 72 h the reaction mixture was cooled, filtered through...